Task: describe an organic reaction: reactants, conditions, products, and yield. Dataset: the Open Reaction Database (ORD), a public repository of structured organic reaction records Reactants: [OH-].[Na+] (sodium hydroxide), BrC1=CC=C(C=C1)S (4-bromothiophenol), BrCCC(=O)O (3-bromopropionic acid). Solvent: O (water). Conditions: temperature 0 celsius, time 1 hour. Yields the product BrC1=CC=C(C=C1)SCCC(=O)O (3-[(4-bromophenyl)thio]propanoic acid). Yield: 101.0%. RXN SMILES: [OH-].[Na+].[Br:3][C:4]1[CH:9]=[CH:8][C:7]([SH:10])=[CH:6][CH:5]=1.Br[CH2:12][CH2:13][C:14]([OH:16])=[O:15]>O>[Br:3][C:4]1[CH:9]=[CH:8][C:7]([S:10][CH2:12][CH2:13][C:14]([OH:16])=[O:15])=[CH:6][CH:5]=1 |f:0.1|. Reported procedure: 8.5 g (0.211 mol) of sodium hydroxide was added to 45 mL of water, 20.0 g (0.106 mol) of 4-bromothiophenol (purchased from Aldrich Chemical Company) was then added and the mixture was cooled to about 0° C. 18.0 g (0.116 mol) of 3-bromopropionic acid (purchased from Aldrich Chemical Company) was added in portions while keeping the temperature below 5° C. The mixture was warmed to room temperature, stirred for 1 h under nitrogen, and was then washed with diethyl ether (3×100 mL). The aqueous layer... Reactants: FC(CO)(F)F (2,2,2-trifluoroethanol), C(C(=O)O)(=O)O.C1OCC12CNC2 (2-oxa-6-aza-spiro[3.3]heptane oxalate), C(=O)(OC(C)(C)C)N[C@H](C(C)(C)C)C(=O)O (Boc-D-tert-leucine), C(C)#N (acetonitrile), N1CCCC1 (pyrrolidine), CC(C)(C)OC(=O)N[C@H](C1CC1)C(=O)O (Boc-D-cyclopropyl glycine), [F-].[Cs+] (CsF). The product is C1(CC1)[C@H](C(=O)N1CC2(COC2)C1)NC(=O)C1=CNC2=NC=C(N=C21)C2CC2 (2-Cyclopropyl-5H-pyrrolo[2,3-b]pyrazine-7-carboxylic acid [(R)-1-cyclopropyl-2-(2-oxa-6-aza-spiro[3.3]hept-6-yl)-2-oxo-ethyl]-amide). Reaction SMILES: C(O)(=O)C(O)=O.[CH2:7]1[C:10]2([CH2:13][NH:12][CH2:11]2)[CH2:9][O:8]1.[NH:14]1[CH2:18][CH2:17][CH2:16][CH2:15]1.CC(O[C:24]([NH:26][C@@H:27]([C:31]([OH:33])=O)[CH:28]1[CH2:30][CH2:29]1)=[O:25])(C)C.C([NH:41][C@@H:42]([C:47](O)=O)[C:43]([CH3:46])([CH3:45])C)(OC(C)(C)C)=O.FC(F)(F)CO.[F-].[Cs+].C(#[N:60])C>>[CH:28]1([C@@H:27]([NH:26][C:24]([C:16]2[C:17]3[C:18](=[N:60][CH:47]=[C:42]([CH:43]4[CH2:45][CH2:46]4)[N:41]=3)[NH:14][CH:15]=2)=[O:25])[C:31]([N:12]2[CH2:13][C:10]3([CH2:9][O:8][CH2:7]3)[CH2:11]2)=[O:33])[CH2:29][CH2:30]1 |f:0.1,6.7|. Reported procedure: Prepared according to the procedure outlined in Example 1 substituting 2-oxa-6-aza-spiro[3.3]heptane oxalate for pyrrolidine and Boc-D-cyclopropyl glycine for Boc-D-tert-leucine. N-Boc deprotection in step 2 was achieved using 2,2,2-trifluoroethanol in a microwave reactor. SEM deprotection in step 4 was achieved using CsF in refluxing acetonitrile. MS: (M+H)+=382. Starting materials: NC[C@H]1[C@@H](CN(CC1)C(=O)OC(C)(C)C)O (1,1-dimethylethyl (trans)-4-(aminomethyl)-3-hydroxy-1-piperidinecarboxylate), NC1=C(C(=C(C(=O)N2C=NC=C2)C=C1Cl)OC)OC (N-[4-amino-5-chloro-2,3-dimethoxybenzoyl]-1H-imidazole). Run in C(C)#N (acetonitrile). Product: NC1=C(C(=C(C(=O)NC[C@H]2[C@@H](CN(CC2)C(=O)OC(C)(C)C)O)C=C1Cl)OC)OC ((±)-1,1-dimethylethyl trans-4-[[(4-amino-5-chloro-2,3-dimethoxybenzoyl)amino]methyl]-3-hydroxy-1-piperidinecarboxylate). Isolated yield 78.5%. Reaction SMILES: [NH2:1][CH2:2][C@@H:3]1[CH2:8][CH2:7][N:6]([C:9]([O:11][C:12]([CH3:15])([CH3:14])[CH3:13])=[O:10])[CH2:5][C@H:4]1[OH:16].[NH2:17][C:18]1[C:30]([Cl:31])=[CH:29][C:21]([C:22](N2C=CN=C2)=[O:23])=[C:20]([O:32][CH3:33])[C:19]=1[O:34][CH3:35]>C(#N)C>[NH2:17][C:18]1[C:30]([Cl:31])=[CH:29][C:21]([C:22]([NH:1][CH2:2][C@@H:3]2[CH2:8][CH2:7][N:6]([C:9]([O:11][C:12]([CH3:13])([CH3:15])[CH3:14])=[O:10])[CH2:5][C@H:4]2[OH:16])=[O:23])=[C:20]([O:32][CH3:33])[C:19]=1[O:34][CH3:35]. Reported procedure: A mixture of intermediate (1-e) (0.087 mol) and intermediate (3-a) (0.087 mol) in acetonitrile (600 ml) was stirred and refluxed for 90 min. The reaction mixture was cooled, and the solvent was evaporated. The residue was partitioned between DCM and water. The organic layer was separated, dried, filtered and the solvent was evaporated. The residue was suspended in DIPE with a drop of ACN, filtered off and dried (vacuum, 40° C.), yielding 30.3 g (80%) of (±)-1,1-dimethylethyl trans-4-[[(4-amino-5... Reactants: FC1=C(C(=O)Cl)C(=CC=C1)F (2,6-Difluorobenzoylchloride), [N+](=O)([O-])C1=CC=C(C(C(=O)O)=C1)N (5-Nitroanthranilic acid), N#N (N2). Run in C(C)N(CC)CC.C1(=CC=CC=C1)C (triethyl amine toluene). Reaction conditions: time 10 minute. The product is FC1=C(C(=CC=C1)F)C=1OC(C2=C(N1)C=CC(=C2)[N+](=O)[O-])=O (2-(2,6-Difluoro-phenyl)-6-nitro-benzo[d][1,3]oxazin-4-one). Reaction SMILES: [N+:1]([C:4]1[CH:12]=[C:8]([C:9]([OH:11])=[O:10])[C:7]([NH2:13])=[CH:6][CH:5]=1)([O-:3])=[O:2].[F:14][C:15]1[CH:23]=[CH:22][CH:21]=[C:20]([F:24])[C:16]=1[C:17](Cl)=O.N#N>C(N(CC)CC)C.C1(C)C=CC=CC=1>[F:14][C:15]1[CH:23]=[CH:22][CH:21]=[C:20]([F:24])[C:16]=1[C:17]1[O:10][C:9](=[O:11])[C:8]2[CH:12]=[C:4]([N+:1]([O-:3])=[O:2])[CH:5]=[CH:6][C:7]=2[N:13]=1 |f:3.4|. Reported procedure: 5-Nitroanthranilic acid (0.6 g) was dissolved in triethyl amine/toluene (1/1) (18 mL) and stirred for 10 min. 2,6-Difluorobenzoylchloride (1.3 g) was slowly added under stirring which resulted in the formation of a precipitate. The reaction was performed in an N2-atmosphere. After stirring at RT for 24 h the mixture was extracted with sat.NaHCO3 and ethyl acetate (20 mL), the organic layer was separated and evaporated. The reactants are N(=NC(=O)OCC)C(=O)OCC (diethyl azodicarboxylate), [Si](C)(C)(C(C)(C)C)OCC(CCOCP(OCC)(OCC)=O)O (diethyl 4-t-butyldimethylsilyloxy -3-hydroxybutoxymethylphosphonate), C(C)(C)(C)OC(=O)NC=1N(C2=NC(=NC(=C2N1)OC)NC(=O)OC(C)(C)C)O (bis(t-butoxycarbonylamino]-9-hydroxy-6-methoxypurine), C1(=CC=CC=C1)P(C1=CC=CC=C1)C1=CC=CC=C1 (triphenylphosphine), O1CCCC1 (tetrahydrofuran). Run at temperature 20 celsius, time 4 hour. Product: C(C)(C)(C)OC(=O)N(C1=NC(=C2N=CN(C2=N1)OC(CO[Si](C)(C)C(C)(C)C)CCOCP(=O)(OCC)OCC)OC)C(=O)OC(C)(C)C (2-[bis(t-butoxycarbonyl)amino]-9-[1-(t-butyldimethylsilyloxy)-4-(diethoxyphosphorylmethoxy)but-2-oxy]-6-methoxypurine). The yield is 47.0%. As a reaction SMILES: [Si:1]([O:8][CH2:9][CH:10]([OH:23])[CH2:11][CH2:12][O:13][CH2:14][P:15](=[O:22])([O:19][CH2:20][CH3:21])[O:16][CH2:17][CH3:18])([C:4]([CH3:7])([CH3:6])[CH3:5])([CH3:3])[CH3:2].C(OC(N[C:32]1[N:33](O)[C:34]2[C:39]([N:40]=1)=[C:38]([O:41][CH3:42])[N:37]=[C:36]([NH:43][C:44]([O:46][C:47]([CH3:50])([CH3:49])[CH3:48])=[O:45])[N:35]=2)=O)(C)(C)C.C1(P([C:65]2[CH:70]=[CH:69]C=CC=2)C2C=CC=CC=2)C=CC=CC=1.N(C(OCC)=O)=N[C:73]([O:75]CC)=[O:74].O1CCC[CH2:84]1>>[C:70]([O:75][C:73]([N:43]([C:44]([O:46][C:47]([CH3:49])([CH3:48])[CH3:50])=[O:45])[C:36]1[N:35]=[C:34]2[C:39]([N:40]=[CH:32][N:33]2[O:23][CH:10]([CH2:11][CH2:12][O:13][CH2:14][P:15]([O:19][CH2:20][CH3:21])([O:16][CH2:17][CH3:18])=[O:22])[CH2:9][O:8][Si:1]([C:4]([CH3:7])([CH3:6])[CH3:5])([CH3:3])[CH3:2])=[C:38]([O:41][CH3:42])[N:37]=1)=[O:74])([CH3:69])([CH3:65])[CH3:84]. Procedure details: A solution of diethyl 4-t-butyldimethylsilyloxy -3-hydroxybutoxymethylphosphonate (0.49 g, 1.31 mmol), 2-[bis(t-butoxycarbonylamino]-9-hydroxy-6-methoxypurine (0.5 g, 1.31 mmol) and triphenylphosphine (0.52 g, 19.7 mmol) in tetrahydrofuran (50 ml) was cooled to 0° C. and treated with diethyl azodicarboxylate (0.31 ml, 1.97 mmol) before stirring for 4 h at 20° C. under nitrogen. The solution was evaporated in vacuo and the residue chromatographed twice on silica, eluting with chloroform-methanol ... Yields the product COC(=O)CCc1cn(S(=O)(=O)c2ccc(OC)cc2)c2ccc(OC)cc12. Starting materials: COC(=O)CCc1c[nH]c2ccc(OC)cc12, COc1ccc(S(=O)(=O)Cl)cc1, [H-], [Na+], CN(C)C=O. RXN SMILES: [CH3:1][O:2][C:3]([CH2:4][CH2:5][c:6]1[cH:7][nH:8][c:9]2[cH:10][cH:11][c:12]([O:15][CH3:16])[cH:13][c:14]12)=[O:17].[CH3:20][O:21][c:22]1[cH:23][cH:24][c:25]([S:28](=[O:29])(=[O:30])[Cl:31])[cH:26][cH:27]1.[H-:18].[Na+:19].[O:32]=[CH:33][N:34]([CH3:35])[CH3:36]>>[CH3:1][O:2][C:3]([CH2:4][CH2:5][c:6]1[cH:7][n:8]([S:28]([c:25]2[cH:24][cH:23][c:22]([O:21][CH3:20])[cH:27][cH:26]2)(=[O:29])=[O:30])[c:9]2[cH:10][cH:11][c:12]([O:15][CH3:16])[cH:13][c:14]12)=[O:17].